Dataset: the Open Reaction Database (ORD), a public repository of structured organic reaction records. Task: describe an organic reaction: reactants, conditions, products, and yield Reactants: CC(C)(C)[O-], Cc1ccccc1, CO, CCCc1cc(CCC)c(-c2ccccc2P(C2CCCCC2)C2CCCCC2)c(CCC)c1, Cc1cc(F)ccc1-c1nncc2cc(Cl)ccc12, Cc1ccc(F)cc1N, [Na+], O=C(C=Cc1ccccc1)C=Cc1ccccc1, O=C(C=Cc1ccccc1)C=Cc1ccccc1, O=C(C=Cc1ccccc1)C=Cc1ccccc1, [Pd], [Pd]. Product: Cc1ccc(F)cc1Nc1ccc2c(-c3ccc(F)cc3C)nncc2c1. RXN SMILES: [CH3:63][C:64]([CH3:65])([O-:66])[CH3:67].[CH3:69][c:70]1[cH:71][cH:72][cH:73][cH:74][cH:75]1.[CH3:76][OH:77].[CH:29]1([P:30]([CH:31]2[CH2:32][CH2:33][CH2:34][CH2:35][CH2:36]2)[c:37]2[cH:38][cH:39][cH:40][cH:41][c:42]2-[c:43]2[c:44]([CH2:45][CH2:46][CH3:47])[cH:48][c:49]([CH2:50][CH2:51][CH3:52])[cH:53][c:54]2[CH2:55][CH2:56][CH3:57])[CH2:58][CH2:59][CH2:60][CH2:61][CH2:62]1.[Cl:1][c:2]1[cH:3][c:4]2[cH:5][n:6][n:7][c:8](-[c:12]3[c:13]([CH3:19])[cH:14][c:15]([F:18])[cH:16][cH:17]3)[c:9]2[cH:10][cH:11]1.[F:20][c:21]1[cH:22][cH:23][c:24]([CH3:28])[c:25]([NH2:26])[cH:27]1.[Na+:68].[O:116]=[C:117]([CH:118]=[CH:119][c:120]1[cH:121][cH:122][cH:123][cH:124][cH:125]1)[CH:126]=[CH:127][c:128]1[cH:129][cH:130][cH:131][cH:132][cH:133]1.[O:80]=[C:81]([CH:82]=[CH:83][c:84]1[cH:85][cH:86][cH:87][cH:88][cH:89]1)[CH:90]=[CH:91][c:92]1[cH:93][cH:94][cH:95][cH:96][cH:97]1.[O:98]=[C:99]([CH:100]=[CH:101][c:102]1[cH:103][cH:104][cH:105][cH:106][cH:107]1)[CH:108]=[CH:109][c:110]1[cH:111][cH:112][cH:113][cH:114][cH:115]1.[Pd:78].[Pd:79]>>[c:2]1([NH:26][c:25]2[c:24]([CH3:28])[cH:23][cH:22][c:21]([F:20])[cH:27]2)[cH:3][c:4]2[cH:5][n:6][n:7][c:8](-[c:12]3[c:13]([CH3:19])[cH:14][c:15]([F:18])[cH:16][cH:17]3)[c:9]2[cH:10][cH:11]1. The reactants are CSC=1C=2C(=CN(C2C=CC1)[Si](C(C)C)(C(C)C)C(C)C)CC1=CC=C(C=C1)Cl (3-(4-chlorobenzyl)-1-(triisopropylsilyl)-1H-indol-4-yl methyl sulfide), CCCC[N+](CCCC)(CCCC)CCCC.[F-] (TBAF), O (water). Solvent: C1CCOC1 (THF). Reaction conditions: temperature 0 celsius, time 1 minute. The product is CSC=1C=2C(=CNC2C=CC1)CC1=CC=C(C=C1)Cl (3-(4-Chlorobenzyl)-1H-indol-4-yl methyl sulfide). Isolated yield 56.6%. Reaction SMILES: [CH3:1][S:2][C:3]1[C:4]2[C:5]([CH2:22][C:23]3[CH:28]=[CH:27][C:26]([Cl:29])=[CH:25][CH:24]=3)=[CH:6][N:7]([Si](C(C)C)(C(C)C)C(C)C)[C:8]=2[CH:9]=[CH:10][CH:11]=1.CCCC[N+](CCCC)(CCCC)CCCC.[F-].O>C1COCC1>[CH3:1][S:2][C:3]1[C:4]2[C:5]([CH2:22][C:23]3[CH:24]=[CH:25][C:26]([Cl:29])=[CH:27][CH:28]=3)=[CH:6][NH:7][C:8]=2[CH:9]=[CH:10][CH:11]=1 |f:1.2|. Procedure details: To a solution of the indole of Step 5 (1.9 g, 4.3 mmol) in THF (20 ml at 0° C. was added 1M TBAF (7 mL, 6 mmol). The reaction mixture was stirred for 1 minutes at 0° C. and water was added. The phases were separated and the aqueous layer was extracted with Et2O. The combined organic layers were dried over MgSO and concentrated The residue was purified by silica gel chromatography eluted with 20% EtOAc in Hexanes to provide 700 mg of the title compound as a pale yellow oil. Reactants: CC=1NC=C(N1)C#CC=1C=C(C#N)C=CC1 (3-(2-methyl-1H-imidazol-4-ylethynyl)-benzonitrile), Cl.ClCC1=NC(=CC=C1)C (2-chloromethyl-6-methyl-pyridine hydrochloride). Yields the product CC=1N(C=C(N1)C#CC=1C=C(C#N)C=CC1)CC1=NC(=CC=C1)C (3-[2-Methyl-1-(6-methyl-pyridin-2-ylmethyl)-1H-imidazol-4-ylethynyl]-benzonitrile). As a reaction SMILES: [CH3:1][C:2]1[NH:3][CH:4]=[C:5]([C:7]#[C:8][C:9]2[CH:10]=[C:11]([CH:14]=[CH:15][CH:16]=2)[C:12]#[N:13])[N:6]=1.Cl.Cl[CH2:19][C:20]1[CH:25]=[CH:24][CH:23]=[C:22]([CH3:26])[N:21]=1>>[CH3:1][C:2]1[N:3]([CH2:19][C:20]2[CH:25]=[CH:24][CH:23]=[C:22]([CH3:26])[N:21]=2)[CH:4]=[C:5]([C:7]#[C:8][C:9]2[CH:10]=[C:11]([CH:14]=[CH:15][CH:16]=2)[C:12]#[N:13])[N:6]=1 |f:1.2|. Procedure: The title compound, MS: m/e=313.2 (M+H30), was prepared in accordance with the general method of example 1 from 3-(2-methyl-1H-imidazol-4-ylethynyl)-benzonitrile and 2-chloromethyl-6-methyl-pyridine hydrochloride.